From a dataset of the Open Reaction Database (ORD), a public repository of structured organic reaction records. describe an organic reaction: reactants, conditions, products, and yield Starting materials: ClC=1C=CC=C(C(=O)C2=CC=CC=C2)C1 (5-chlorobenzophenone), N (ammonia), N (ammonia), C1N2CN3CN1CN(C2)C3 (hexamethylenetetramine), N (ammonia), C(C)O (ethanol). Reaction conditions: temperature 70 celsius. Product: ClC=1C=CC2=C(C(=NCC(N2)=O)C2=CC=CC=C2)C1 (7-chloro-1,3-dihydro-5-phenyl-2H-1,4-benzodiazepin-2-one). As a reaction SMILES: [Cl:1][C:2]1[CH:3]=[CH:4]C=[C:6]([CH:15]=1)[C:7]([C:9]1[CH:14]=[CH:13][CH:12]=[CH:11][CH:10]=1)=O.C1N2CN3[CH2:25][N:19](C2)CN1C3.[NH3:26].[CH2:27]([OH:29])[CH3:28]>>[Cl:1][C:2]1[CH:3]=[CH:4][C:25]2[NH:19][C:27](=[O:29])[CH2:28][N:26]=[C:7]([C:9]3[CH:14]=[CH:13][CH:12]=[CH:11][CH:10]=3)[C:6]=2[CH:15]=1. Procedure details: 13.5 liters of 95% ethanol, 900 gms. of 2-chloroacetamido, 5-chlorobenzophenone and 925 gms. of hexamethylenetetramine were charged to a stirred pressure vessel. The medium was saturated with ammonia gas at ch. 15# gauge of pressure with stirring. The ammonia supply was turned off. The resultant medium was heated for three hours at 78°-80° C. After cooling and venting the ammonia, the batch was removed from the pressure vessel to a vacuum still. The batch was concentrated to dryness in vacuo fro... Starting materials: CN(C(=O)OC(C)(C)C)C1CC=C(c2c[nH]c3ccc([N+](=O)[O-])cc23)CC1, CO, NN, O. Yields the product CN(C(=O)OC(C)(C)C)C1CC=C(c2c[nH]c3ccc(N)cc23)CC1. As a reaction SMILES: [CH3:1][N:2]([C:3]([O:4][C:5]([CH3:6])([CH3:7])[CH3:8])=[O:9])[CH:10]1[CH2:11][CH:12]=[C:13]([c:16]2[cH:17][nH:18][c:19]3[cH:20][cH:21][c:22]([N+:25]([O-:26])=[O:27])[cH:23][c:24]23)[CH2:14][CH2:15]1.[CH3:31][OH:32].[NH2:29][NH2:30].[OH2:28]>>[CH3:1][N:2]([C:3]([O:4][C:5]([CH3:6])([CH3:7])[CH3:8])=[O:9])[CH:10]1[CH2:11][CH:12]=[C:13]([c:16]2[cH:17][nH:18][c:19]3[cH:20][cH:21][c:22]([NH2:25])[cH:23][c:24]23)[CH2:14][CH2:15]1. Procedure details: HOBt (19 mg, 0.14 mmol) and DIPEA (0.017 mg, 0.14 mmol) were added to a stirred solution of N-biphenyl-4-yl-malonamic acid (40 mg, 0.14 mmol) in DMF (3 mL). The mixture was cooled to 10° C. and EDCI.HCl (40 mg, 0.2 mmol) followed by piperazin-1-yl-(2-trifluoromethyl-phenyl)-methanone hydrochloride (45 mg, 0.15 mmol) were added. The mixture was stirred at room temperature overnight, then diluted with water. The resulting precipitate was filtered and the residue was purified by column chromatograp... Yields the product C1(=CC=C(C=C1)NC(CC(N1CCN(CC1)C(C1=C(C=CC=C1)C(F)(F)F)=O)=O)=O)C1=CC=CC=C1 (N-biphenyl-4-yl-3-oxo-3-[4-(2-trifluoromethyl-benzoyl)-piperazin-1-yl]-propionamide). The yield is 28.8%. Reaction SMILES: C1C=CC2N(O)N=NC=2C=1.CCN(C(C)C)C(C)C.[C:20]1([C:33]2[CH:38]=[CH:37][CH:36]=[CH:35][CH:34]=2)[CH:25]=[CH:24][C:23]([NH:26][C:27](=[O:32])[CH2:28][C:29]([OH:31])=O)=[CH:22][CH:21]=1.CCN=C=NCCCN(C)C.Cl.Cl.[N:52]1([C:58]([C:60]2[CH:65]=[CH:64][CH:63]=[CH:62][C:61]=2[C:66]([F:69])([F:68])[F:67])=[O:59])[CH2:57][CH2:56][NH:55][CH2:54][CH2:53]1>CN(C=O)C.O>[C:20]1([C:33]2[CH:38]=[CH:37][CH:36]=[CH:35][CH:34]=2)[CH:21]=[CH:22][C:23]([NH:26][C:27](=[O:32])[CH2:28][C:29](=[O:31])[N:55]2[CH2:56][CH2:57][N:52]([C:58](=[O:59])[C:60]3[CH:65]=[CH:64][CH:63]=[CH:62][C:61]=3[C:66]([F:69])([F:67])[F:68])[CH2:53][CH2:54]2)=[CH:24][CH:25]=1 |f:3.4,5.6|. The solvent is CN(C)C=O (DMF), O (water). Reactants: CCN=C=NCCCN(C)C.Cl (EDCI.HCl), C=1C=CC2=C(C1)N=NN2O (HOBt), CCN(C(C)C)C(C)C (DIPEA), C1(=CC=C(C=C1)NC(CC(=O)O)=O)C1=CC=CC=C1 (N-biphenyl-4-yl-malonamic acid), Cl.N1(CCNCC1)C(=O)C1=C(C=CC=C1)C(F)(F)F (piperazin-1-yl-(2-trifluoromethyl-phenyl)-methanone hydrochloride). Run at temperature 10 celsius, time 8 hour. Starting materials: C(CCC)N(CCCOC1=CC=CC=C1)CCCC (N,N-dibutyl-N-(3-phenoxypropyl)amine), Cl (HCl). The solvent is ClCCCl (DCE). Conditions: time 1 hour. Yields the product Cl.C(CCC)N(CCCOC1=CC=CC=C1)CCCC (N,N-dibutyl-N-(3-phenoxypropyl)amine hydrochloride). The yield is 107.2%. As a reaction SMILES: [CH2:1]([N:5]([CH2:16][CH2:17][CH2:18][CH3:19])[CH2:6][CH2:7][CH2:8][O:9][C:10]1[CH:15]=[CH:14][CH:13]=[CH:12][CH:11]=1)[CH2:2][CH2:3][CH3:4].[ClH:20]>ClCCCl>[ClH:20].[CH2:16]([N:5]([CH2:1][CH2:2][CH2:3][CH3:4])[CH2:6][CH2:7][CH2:8][O:9][C:10]1[CH:11]=[CH:12][CH:13]=[CH:14][CH:15]=1)[CH2:17][CH2:18][CH3:19] |f:3.4|. Procedure details: 297.3 g (1.13 mol) of the N,N-dibutyl-N-(3-phenoxypropyl)amine isolated previously are stirred in 600 ml of DCE, and 148.9 g (1.469 mol; 1.3 eq.) of 36% HCl are added, at 20° C. The mixture is stirred for 1 hour at this temperature and dried by azeotropic distillation with DCE until a water content ≦0.01% is obtained, and is then concentrated under vacuum. 363.1 g of N,N-dibutyl-N-(3-phenoxypropyl)amine hydrochloride are obtained. The reactants are ClC=1C=CC2=C(C=CC3=C(N=C(N3CCC=3N=CNC3)C)C2O)C1 ((±)-7-Chloro-1-((imidazol-4-yl)ethyl)-2-methyl-4H-benzo[5,6]cyclohepta[1,2-d]imidazol-4-ol), CN1C(=O)NC(=O)C=C1 (1-methyluracil). The product is ClC=1C=CC2=C(C=CC3=C(N=C(N3CCC=3N=CNC3)C)C2C=2C(NC(N(C2)C)=O)=O)C1 ((±)-5-(7-Chloro-1-((imidazol-4-yl)ethyl)-2-methyl-4H-benzo[5,6]cyclohepta[1,2-d]imidazol-4-yl)-1-methyl-2,4(3H,4H)-pyrimidinedione). As a reaction SMILES: [Cl:1][C:2]1[CH:3]=[CH:4][C:5]2[CH:22](O)[C:10]3[N:11]=[C:12]([CH3:21])[N:13]([CH2:14][CH2:15][C:16]4[N:17]=[CH:18][NH:19][CH:20]=4)[C:9]=3[CH:8]=[CH:7][C:6]=2[CH:24]=1.[CH3:25][N:26]1[CH:33]=[CH:32][C:30](=[O:31])[NH:29][C:27]1=[O:28]>>[Cl:1][C:2]1[CH:3]=[CH:4][C:5]2[CH:22]([C:32]3[C:30](=[O:31])[NH:29][C:27](=[O:28])[N:26]([CH3:25])[CH:33]=3)[C:10]3[N:11]=[C:12]([CH3:21])[N:13]([CH2:14][CH2:15][C:16]4[N:17]=[CH:18][NH:19][CH:20]=4)[C:9]=3[CH:8]=[CH:7][C:6]=2[CH:24]=1. Procedure: The subtitle product was prepared from the product of step (ii) and 1-methyluracil (0.36 g) according to the method of example 42 step (iv). Purification was by biotage chromatography on silica eluting with 5% methanol in dichloromethane with 1% 0.880 ammonia present to give a white solid.